Dataset: the Open Reaction Database (ORD), a public repository of structured organic reaction records. Task: describe an organic reaction: reactants, conditions, products, and yield The reactants are S(=O)(=O)(OC)OC (Dimethyl sulphate), COC=1C=C2C(=C(N=C(C2=CC1OC)C)O)CC1=CC2=CC=CC=C2C=C1 (6,7-dimethoxy-1-methyl-4-(naphthalen-2-ylmethyl)isoquinolin-3-ol), base, [Li+].C[Si](C)(C)[N-][Si](C)(C)C (LiHMDS). The solvent is CN(C)C=O (DMF). Run at time 20 minute. Yields the product COC=1N=C(C2=CC(=C(C=C2C1CC1=CC2=CC=CC=C2C=C1)OC)OC)C (3,6,7-trimethoxy-1-methyl-4-(naphthalen-2-ylmethyl)isoquinoline). RXN SMILES: [CH3:1][O:2][C:3]1[CH:4]=[C:5]2[C:10](=[CH:11][C:12]=1[O:13][CH3:14])[C:9]([CH3:15])=[N:8][C:7]([OH:16])=[C:6]2[CH2:17][C:18]1[CH:27]=[CH:26][C:25]2[C:20](=[CH:21][CH:22]=[CH:23][CH:24]=2)[CH:19]=1.[Li+].[CH3:29][Si]([N-][Si](C)(C)C)(C)C.S(OC)(OC)(=O)=O>CN(C=O)C>[CH3:29][O:16][C:7]1[N:8]=[C:9]([CH3:15])[C:10]2[C:5]([C:6]=1[CH2:17][C:18]1[CH:27]=[CH:26][C:25]3[C:20](=[CH:21][CH:22]=[CH:23][CH:24]=3)[CH:19]=1)=[CH:4][C:3]([O:2][CH3:1])=[C:12]([O:13][CH3:14])[CH:11]=2 |f:1.2|. Procedure: To a solution of 6,7-dimethoxy-1-methyl-4-(naphthalen-2-ylmethyl)isoquinolin-3-ol CCH 29038 free base (58 mg, 161 μmol) in dry DMF (6 mL) at 0° C. in a 25 mL round-bottomed flask equipped with a magnetic stirrer was added LiHMDS (1.0 N in TBME, 175 μL, 175 μmol) and the mixture was stirred for 20 min at RT. Dimethyl sulphate (18 μL, 192 μmol) was then added at 0° C. and the mixture was stirred overnight at RT. The mixture was then concentrated to dryness at 40° C. under vacuum and the residue wa... Reactants: BrCCOC1CCCCO1, O=C([O-])[O-], CC(C)=O, [K+], [K+], C#CCOc1ccc2c(c1)c(-c1ccc(C(C)C)cc1)nc(=O)n2Cc1cccc(O)c1. Yields the product C#CCOc1ccc2c(c1)c(-c1ccc(C(C)C)cc1)nc(=O)n2Cc1cccc(OCCOC2CCCCO2)c1. As a reaction SMILES: [Br:39][CH2:40][CH2:41][O:42][CH:43]1[O:44][CH2:45][CH2:46][CH2:47][CH2:48]1.[C:33](=[O:34])([O-:35])[O-:36].[CH3:49][C:50](=[O:51])[CH3:52].[K+:37].[K+:38].[OH:1][c:2]1[cH:3][c:4]([CH2:5][n:6]2[c:7](=[O:29])[n:8][c:9](-[c:20]3[cH:21][cH:22][c:23]([CH:26]([CH3:27])[CH3:28])[cH:24][cH:25]3)[c:10]3[cH:11][c:12]([O:16][CH2:17][C:18]#[CH:19])[cH:13][cH:14][c:15]23)[cH:30][cH:31][cH:32]1>>[O:1]([c:2]1[cH:3][c:4]([CH2:5][n:6]2[c:7](=[O:29])[n:8][c:9](-[c:20]3[cH:21][cH:22][c:23]([CH:26]([CH3:27])[CH3:28])[cH:24][cH:25]3)[c:10]3[cH:11][c:12]([O:16][CH2:17][C:18]#[CH:19])[cH:13][cH:14][c:15]23)[cH:30][cH:31][cH:32]1)[CH2:40][CH2:41][O:42][CH:43]1[O:44][CH2:45][CH2:46][CH2:47][CH2:48]1. The reactants are c1ccc(CNc2ccccc2)cc1, [Li]CCCC, C1CCCCC1, CCCCCC, CCOCC, CN(C)CCN(C)C, O=P(Cl)(Cl)c1ccc(-c2ccccc2)cc1. Product: O=P1(c2ccc(-c3ccccc3)cc2)c2ccccc2CN1c1ccccc1. RXN SMILES: [CH2:14]([c:15]1[cH:16][cH:17][cH:18][cH:19][cH:20]1)[NH:21][c:22]1[cH:23][cH:24][cH:25][cH:26][cH:27]1.[CH2:1]([Li:2])[CH2:3][CH2:4][CH3:5].[CH2:55]1[CH2:56][CH2:57][CH2:58][CH2:59][CH2:60]1.[CH3:44][CH2:45][CH2:46][CH2:47][CH2:48][CH3:49].[CH3:50][CH2:51][O:52][CH2:53][CH3:54].[CH3:6][N:7]([CH3:8])[CH2:9][CH2:10][N:11]([CH3:12])[CH3:13].[c:28]1(-[c:34]2[cH:35][cH:36][c:37]([P:40](=[O:41])([Cl:42])[Cl:43])[cH:38][cH:39]2)[cH:29][cH:30][cH:31][cH:32][cH:33]1>>[CH2:14]1[c:15]2[c:16]([cH:17][cH:18][cH:19][cH:20]2)[P:40]([c:37]2[cH:36][cH:35][c:34](-[c:28]3[cH:29][cH:30][cH:31][cH:32][cH:33]3)[cH:39][cH:38]2)(=[O:41])[N:21]1[c:22]1[cH:23][cH:24][cH:25][cH:26][cH:27]1. Reactants: N(=O)[O-].[Na+] (sodium nitrite), solid, [N+](=O)([O-])C1COC1 (3-nitrooxetane), [OH-].[Na+] (sodium hydroxide), S(=O)(=O)([O-])OOS(=O)(=O)[O-].[Na+].[Na+] (sodium persulfate). Reagents/catalysts: [Fe-3](C#N)(C#N)(C#N)(C#N)(C#N)C#N.[K+].[K+].[K+] (potassium ferricyanide). The solvent is O (water), O (water), C(Cl)Cl (methylene chloride), O (water). Conditions: time 30 minute. Yields the product [N+](=O)([O-])C1(COC1)[N+](=O)[O-] (3.3-dinitrooxetane). Yield: 74.5%. As a reaction SMILES: [N+:1]([CH:4]1[CH2:7][O:6][CH2:5]1)([O-:3])=[O:2].[OH-].[Na+].[N:10]([O-:12])=[O:11].[Na+].S(OOS([O-])(=O)=O)([O-])(=O)=O.[Na+].[Na+]>O.[Fe-3](C#N)(C#N)(C#N)(C#N)(C#N)C#N.[K+].[K+].[K+].C(Cl)Cl>[N+:1]([C:4]1([N+:10]([O-:12])=[O:11])[CH2:7][O:6][CH2:5]1)([O-:3])=[O:2] |f:1.2,3.4,5.6.7,9.10.11.12|. Procedure details: A solution of 1.5 g (14.5 mmoles) of 3-nitrooxetane and 0.87 g (22 mmoles) of sodium hydroxide in 10 mL of water was stirred for 10 minute and 10 mL of methylene chloride was added. Then, a solution of 4.0 g (58 mmoles) of sodium nitrite in 10 mL of water was added, followed by 3.5 g of solid sodium persulfate and a solution of 0.96 g (2.9 mmoles) of potassium ferricyanide in 5 mL of water. A cold water bath was used to moderate the slightly exothermic reaction. After 30 minutes, the phases were... Reactants: Cl (Hydrochloric acid), COC(C1=C(C=C(C=O)C=C1)F)OC (4-dimethoxymethyl-3-fluorobenzaldehyde), S1C(NC(C1)=O)=O (2,4-thiazolidindione), N1CCCCC1 (piperidine). Solvent: C(C)O (ethanol). Conditions: time 20 hour. The product is FC=1C=C(C=C2C(NC(S2)=O)=O)C=CC1C=O (3-fluoro-4-formylbenzylidene-2,4-thiazolidinedione). Isolated yield 48.9%. As a reaction SMILES: CO[CH:3]([O:13]C)[C:4]1[CH:11]=[CH:10][C:7]([CH:8]=O)=[CH:6][C:5]=1[F:12].[S:15]1[CH2:19][C:18](=[O:20])[NH:17][C:16]1=[O:21].N1CCCCC1.Cl>C(O)C>[F:12][C:5]1[CH:6]=[C:7]([CH:10]=[CH:11][C:4]=1[CH:3]=[O:13])[CH:8]=[C:19]1[S:15][C:16](=[O:21])[NH:17][C:18]1=[O:20]. Procedure: To a mixture of 4-dimethoxymethyl-3-fluorobenzaldehyde obtained in Example 37 (1.12 g, 5.66 mmol) and 2,4-thiazolidindione (795 mg, 6.79 mmol) in ethanol (20 mL) was added piperidine (0.68 mL, 6.8 mmol), and the mixture was heated to reflux for 13 h. Hydrochloric acid (1 mol/L) was added, and the mixture was extracted with ethyl acetate. The organic layer was combined, washed with brine, dried on anhydrous sodium sulfate, and concentrated under reduced pressure. To the residue were added tetrahy... The reactants are C=C(C)CN(c1ccc(C(F)(F)F)cc1)c1cc(C)cc(-c2ccc(C(F)(F)F)cc2)n1, CO. The product is Cc1cc(-c2ccc(C(F)(F)F)cc2)nc(N(CC(C)C)c2ccc(C(F)(F)F)cc2)c1. As a reaction SMILES: [CH3:1][C:2]([CH2:3][N:4]([c:5]1[cH:6][cH:7][c:8]([C:11]([F:12])([F:13])[F:14])[cH:9][cH:10]1)[c:15]1[n:16][c:17](-[c:22]2[cH:23][cH:24][c:25]([C:28]([F:29])([F:30])[F:31])[cH:26][cH:27]2)[cH:18][c:19]([CH3:21])[cH:20]1)=[CH2:32].[CH3:33][OH:34]>>[CH3:1][CH:2]([CH2:3][N:4]([c:5]1[cH:6][cH:7][c:8]([C:11]([F:12])([F:13])[F:14])[cH:9][cH:10]1)[c:15]1[n:16][c:17](-[c:22]2[cH:23][cH:24][c:25]([C:28]([F:29])([F:30])[F:31])[cH:26][cH:27]2)[cH:18][c:19]([CH3:21])[cH:20]1)[CH3:32]. Starting materials: O=C(Cl)c1ccccc1, CCOC(C)=O, NS(=O)(=O)C=Cc1ccc([N+](=O)[O-])cc1, O=P(Cl)(Cl)Cl. Product: O=C(NS(=O)(=O)C=Cc1ccc([N+](=O)[O-])cc1)c1ccccc1. RXN SMILES: [C:16]([c:17]1[cH:18][cH:19][cH:20][cH:21][cH:22]1)(=[O:23])[Cl:24].[CH3:30][CH2:31][O:32][C:33](=[O:34])[CH3:35].[N+:1](=[O:2])([O-:3])[c:4]1[cH:5][cH:6][c:7]([CH:8]=[CH:9][S:10](=[O:11])(=[O:12])[NH2:13])[cH:14][cH:15]1.[P:25]([Cl:26])([Cl:27])([Cl:28])=[O:29]>>[N+:1](=[O:2])([O-:3])[c:4]1[cH:5][cH:6][c:7]([CH:8]=[CH:9][S:10](=[O:11])(=[O:12])[NH:13][C:16]([c:17]2[cH:18][cH:19][cH:20][cH:21][cH:22]2)=[O:23])[cH:14][cH:15]1. Reactants: [Zn] (zinc), C(CCCCCCCCCCCCCCCCC)(=O)[O-] (stearate). Yields the product C(CCCCCCCCCCCCCCCCC)(=O)[O-].[Zn+2].C(CCCCCCCCCCCCCCCCC)(=O)[O-] (zinc stearate). As a reaction SMILES: [Zn:1].[C:2]([O-:21])(=[O:20])[CH2:3][CH2:4][CH2:5][CH2:6][CH2:7][CH2:8][CH2:9][CH2:10][CH2:11][CH2:12][CH2:13][CH2:14][CH2:15][CH2:16][CH2:17][CH2:18][CH3:19]>>[C:2]([O-:21])(=[O:20])[CH2:3][CH2:4][CH2:5][CH2:6][CH2:7][CH2:8][CH2:9][CH2:10][CH2:11][CH2:12][CH2:13][CH2:14][CH2:15][CH2:16][CH2:17][CH2:18][CH3:19].[Zn+2:1].[C:2]([O-:21])(=[O:20])[CH2:3][CH2:4][CH2:5][CH2:6][CH2:7][CH2:8][CH2:9][CH2:10][CH2:11][CH2:12][CH2:13][CH2:14][CH2:15][CH2:16][CH2:17][CH2:18][CH3:19] |f:2.3.4|. Procedure: A method of forming an aqueous dispersion of particles of zinc stearate includes the steps of forming a mixture of at least one surfactant and water, heating the mixture to a temperature of from about 40° C. to less than a melting temperature of zinc stearate, adding a metal-containing stearate to the mixture under agitation, adding to the mixture a solution of a zinc salt in water, whereby upon inclusion of both the metal-containing stearate and the zinc salt in the mixture, the zinc salt react... Reactants: COC(=O)Cc1c(Oc2cc(Oc3ccccc3F)ncn2)c(C)nn1C, CC(=O)O, COC=O, [H-], [Na+], CN(C)C=O. The product is COC(=O)C(=CO)c1c(Oc2cc(Oc3ccccc3F)ncn2)c(C)nn1C. As a reaction SMILES: [CH3:1][n:2]1[n:3][c:4]([CH3:27])[c:5]([O:12][c:13]2[n:14][cH:15][n:16][c:17]([O:19][c:20]3[c:21]([F:26])[cH:22][cH:23][cH:24][cH:25]3)[cH:18]2)[c:6]1[CH2:7][C:8](=[O:9])[O:10][CH3:11].[CH3:34][C:35](=[O:36])[OH:37].[CH:28](=[O:29])[O:30][CH3:31].[H-:32].[Na+:33].[O:38]=[CH:39][N:40]([CH3:41])[CH3:42]>>[CH3:1][n:2]1[n:3][c:4]([CH3:27])[c:5]([O:12][c:13]2[n:14][cH:15][n:16][c:17]([O:19][c:20]3[c:21]([F:26])[cH:22][cH:23][cH:24][cH:25]3)[cH:18]2)[c:6]1[C:7]([C:8](=[O:9])[O:10][CH3:11])=[CH:28][OH:29].